From a dataset of the Open Reaction Database (ORD), a public repository of structured organic reaction records. describe an organic reaction: reactants, conditions, products, and yield Reactants: C(C1=CC=CC=C1)OC(=O)N1C[C@H]([C@H](CC1)CN)O ((cis)-4-aminomethyl-3-hydroxy-piperidine-1-carboxylic acid benzyl ester), FC1=NC=CC=C1 (2-fluoropyridine). Reaction conditions: temperature 120 celsius. Yields the product C(C1=CC=CC=C1)OC(=O)N1C[C@H]([C@H](CC1)CNC1=NC=CC=C1)O ((cis)-3-hydroxy-4-(pyridin-2-ylaminomethyl)-piperidine-1-carboxylic acid benzyl ester). Reaction SMILES: [CH2:1]([O:8][C:9]([N:11]1[CH2:16][CH2:15][C@H:14]([CH2:17][NH2:18])[C@H:13]([OH:19])[CH2:12]1)=[O:10])[C:2]1[CH:7]=[CH:6][CH:5]=[CH:4][CH:3]=1.F[C:21]1[CH:26]=[CH:25][CH:24]=[CH:23][N:22]=1>>[CH2:1]([O:8][C:9]([N:11]1[CH2:16][CH2:15][C@H:14]([CH2:17][NH:18][C:21]2[CH:26]=[CH:25][CH:24]=[CH:23][N:22]=2)[C@H:13]([OH:19])[CH2:12]1)=[O:10])[C:2]1[CH:3]=[CH:4][CH:5]=[CH:6][CH:7]=1. Reported procedure: A mixture of (cis)-4-aminomethyl-3-hydroxy-piperidine-1-carboxylic acid benzyl ester (0.1 g, 378 mmol) and 2-fluoropyridine (0.25 mL) was heated to 120° C. for 24 h. The reaction mixture was partitioned between EtOAc and water. The organic layer was washed with brine, dried over anhydrous sodium sulfate, and the solvent evaporated to give a (cis)-3-hydroxy-4-(pyridin-2-ylaminomethyl)-piperidine-1-carboxylic acid benzyl ester crude product, which was purified by flash column chromatography (50% E... Reactants: [OH-].[Na+] (sodium hydroxide), N=1N=CN(C1)C1=CC=C(C(=O)OCC)C=C1 (ethyl 4-(1,2,4-triazol-4-yl)benzoate). Run in C(C)O (ethanol). Run at temperature 55 celsius, time 1 hour. Product: N=1N=CN(C1)C1=CC=C(C(=O)O)C=C1 (4-(1,2,4-triazol-4-yl)benzoic acid). The yield is 90.9%. RXN SMILES: [OH-].[Na+].[N:3]1[N:4]=[CH:5][N:6]([C:8]2[CH:18]=[CH:17][C:11]([C:12]([O:14]CC)=[O:13])=[CH:10][CH:9]=2)[CH:7]=1>C(O)C>[N:3]1[N:4]=[CH:5][N:6]([C:8]2[CH:9]=[CH:10][C:11]([C:12]([OH:14])=[O:13])=[CH:17][CH:18]=2)[CH:7]=1 |f:0.1|. Procedure: 5.5 ml of a 5 N aqueous sodium hydroxide solution was added to a solution of 1.2 g of ethyl 4-(1,2,4-triazol-4-yl)benzoate in 15 ml of ethanol. The mixture was stirred at 50-60° C. for 1 hour. The reaction mixture was concentrated under reduced pressure. To the residue was added ice water. The mixture was made acidic with acetic acid. The resulting crystals were collected by filtration, water-washed, and dried to obtain 0.95 g of 4-(1,2,4-triazol-4-yl)benzoic acid as a white powder. Melting poin... Reported procedure: A 50 mL of flask was charged with 3.00 g of 4-chloro-3-fluorobenzenebromide (15 mmol), 1.40 g of ethyl 1-H-pyrazole-3-carboxylate (10 mmol), 400 mg of CuI (2.0 mmol), 4.5 g of K2CO3 (3.3 mmol) and 0.9 mL of trans-N,N′-dimethylcyclohexayldiamine (2.0 mmol). The resulting mixture was stirred at 140° C. for 3 h. After the mixture was cooled down to room temperature, it was diluted with 200 mL EtOAc and then was washed with water (2×50 mL), brine (2×50 mL). The organics was dried over MgSO4 and conc... Reaction SMILES: [Br-].[Cl:2][C:3]1[CH:8]=[CH:7][CH:6]=[CH:5][C:4]=1[F:9].[NH:10]1[CH:14]=[CH:13][C:12]([C:15]([O:17][CH2:18][CH3:19])=[O:16])=[N:11]1.C([O-])([O-])=O.[K+].[K+]>CCOC(C)=O.[Cu]I>[Cl:2][C:3]1[CH:8]=[CH:7][C:6]([N:10]2[CH:14]=[CH:13][C:12]([C:15]([O:17][CH2:18][CH3:19])=[O:16])=[N:11]2)=[CH:5][C:4]=1[F:9] |f:0.1,3.4.5|. Isolated yield 44.7%. Solvent: CCOC(=O)C (EtOAc). The reagents and catalysts are [Cu]I (CuI). Conditions: temperature 140 celsius, time 3 hour. Product: ClC1=C(C=C(C=C1)N1N=C(C=C1)C(=O)OCC)F (ethyl 1-(4-Chloro-3-fluorophenyl)pyrazole-3-carboxylate). Starting materials: [Br-].ClC1=C(C=CC=C1)F (4-chloro-3-fluorobenzenebromide), N1N=C(C=C1)C(=O)OCC (ethyl 1-H-pyrazole-3-carboxylate), C(=O)([O-])[O-].[K+].[K+] (K2CO3). Starting materials: CC#N, O=C=NS(=O)(=O)c1ccccc1Cl, COc1cc(N(C)C)nc(N)n1. RXN SMILES: [CH3:26][C:27]#[N:28].[Cl:13][c:14]1[c:15]([S:20](=[O:21])(=[O:22])[N:23]=[C:24]=[O:25])[cH:16][cH:17][cH:18][cH:19]1.[NH2:1][c:2]1[n:3][c:4]([O:11][CH3:12])[cH:5][c:6]([N:8]([CH3:9])[CH3:10])[n:7]1>>[NH:1]([c:2]1[n:3][c:4]([O:11][CH3:12])[cH:5][c:6]([N:8]([CH3:9])[CH3:10])[n:7]1)[C:24]([NH:23][S:20]([c:15]1[c:14]([Cl:13])[cH:19][cH:18][cH:17][cH:16]1)(=[O:21])=[O:22])=[O:25]. Product: COc1cc(N(C)C)nc(NC(=O)NS(=O)(=O)c2ccccc2Cl)n1. Reported procedure: 3 g 5H, 6H-pyrido(2,3-b)benzo-1,4-thiazepine-6-one are refluxed with an excess of phosphorous oxychloride and 5 drops of N,N-dimethylaniline for 20 hours. The solution is taken up with anhydrous toluene and evaporated to dryness. The residue is taken up with 5 ml anhydrous toluene and an excess of N-methylpiperazine is added. This mixture is then refluxed for 2-4 hours. Once the reaction is terminated, the solvent is eliminated. The colored mass is taken up with chloroform and washed two times w... Starting materials: N1=CC=CC2=C1SC1=C(C(N2)=O)C=CC=C1 (6H-pyrido(2,3-b)benzo-1,4-thiazepine-6-one), P(=O)(Cl)(Cl)Cl (phosphorous oxychloride), C1(=CC=CC=C1)C (toluene). As a reaction SMILES: [N:1]1[C:6]2[S:7][C:8]3[CH:16]=[CH:15][CH:14]=[CH:13][C:9]=3[C:10](=O)[NH:11][C:5]=2[CH:4]=[CH:3][CH:2]=1.P(Cl)(Cl)(Cl)=O.[C:22]1([CH3:28])C=CC=CC=1>CN(C)C1C=CC=CC=1>[CH3:2][N:1]1[CH2:28][CH2:22][N:11]([C:10]2[C:9]3[CH:13]=[CH:14][CH:15]=[CH:16][C:8]=3[S:7][C:6]3[N:1]=[CH:2][CH:3]=[CH:4][C:5]=3[N:11]=2)[CH2:5][CH2:6]1. The product is CN1CCN(CC1)C1=NC2=C(SC3=C1C=CC=C3)N=CC=C2 (6-(4-methylpiperazin-1-yl)pyrido(2,3-b)benzo-1,4-thiazepine). Reagents/catalysts: CN(C1=CC=CC=C1)C (N,N-dimethylaniline). Reactants: CCOC(=O)Cc1ccc(OC)c(Oc2ccc(Br)cc2CN2CCOC2=O)c1, CS(=O)(=O)c1ccc(B(O)O)cc1. The product is CCOC(=O)Cc1ccc(OC)c(Oc2ccc(-c3ccc(S(C)(=O)=O)cc3)cc2CN2CCOC2=O)c1. RXN SMILES: [CH2:1]([CH3:2])[O:3][C:4]([CH2:5][c:6]1[cH:7][c:8]([O:14][c:15]2[c:16]([CH2:22][N:23]3[C:24](=[O:28])[O:25][CH2:26][CH2:27]3)[cH:17][c:18]([Br:21])[cH:19][cH:20]2)[c:9]([O:12][CH3:13])[cH:10][cH:11]1)=[O:29].[CH3:30][S:31](=[O:32])(=[O:33])[c:34]1[cH:35][cH:36][c:37]([B:40]([OH:41])[OH:42])[cH:38][cH:39]1>>[CH2:1]([CH3:2])[O:3][C:4]([CH2:5][c:6]1[cH:7][c:8]([O:14][c:15]2[c:16]([CH2:22][N:23]3[C:24](=[O:28])[O:25][CH2:26][CH2:27]3)[cH:17][c:18](-[c:37]3[cH:36][cH:35][c:34]([S:31]([CH3:30])(=[O:32])=[O:33])[cH:39][cH:38]3)[cH:19][cH:20]2)[c:9]([O:12][CH3:13])[cH:10][cH:11]1)=[O:29]. The reactants are C1=C(C=CC2=CC=CC=C12)C(C)=NOCCO (2-[1-(2-naphthyl)-ethylideneaminooxy]ethanol), N(=NC(=O)OCC)C(=O)OCC (diethyl azodicarboxylate), OC1=CC=C(CC2C(N(C(S2)=O)C(C2=CC=CC=C2)(C2=CC=CC=C2)C2=CC=CC=C2)=O)C=C1 (5-(4-hydroxybenzyl)-3-tritylthiazolidine-2,4-dione), C1(=CC=CC=C1)P(C1=CC=CC=C1)C1=CC=CC=C1 (triphenylphosphine). Product: C1=C(C=CC2=CC=CC=C12)C(C)=NOCCOC1=CC=C(CC2C(N(C(S2)=O)C(C2=CC=CC=C2)(C2=CC=CC=C2)C2=CC=CC=C2)=O)C=C1 (5-(4-{2-[1-(2-Naphthyl)ethylideneaminooxy]-ethoxy}benzyl)-3-tritylthiazolidine-2,4-dione). The yield is 82.4%. RXN SMILES: [CH:1]1[C:10]2[C:5](=[CH:6][CH:7]=[CH:8][CH:9]=2)[CH:4]=[CH:3][C:2]=1[C:11](=[N:13][O:14][CH2:15][CH2:16][OH:17])[CH3:12].O[C:19]1[CH:51]=[CH:50][C:22]([CH2:23][CH:24]2[S:28][C:27](=[O:29])[N:26]([C:30]([C:43]3[CH:48]=[CH:47][CH:46]=[CH:45][CH:44]=3)([C:37]3[CH:42]=[CH:41][CH:40]=[CH:39][CH:38]=3)[C:31]3[CH:36]=[CH:35][CH:34]=[CH:33][CH:32]=3)[C:25]2=[O:49])=[CH:21][CH:20]=1.C1(P(C2C=CC=CC=2)C2C=CC=CC=2)C=CC=CC=1.N(C(OCC)=O)=NC(OCC)=O>>[CH:1]1[C:10]2[C:5](=[CH:6][CH:7]=[CH:8][CH:9]=2)[CH:4]=[CH:3][C:2]=1[C:11](=[N:13][O:14][CH2:15][CH2:16][O:17][C:19]1[CH:51]=[CH:50][C:22]([CH2:23][CH:24]2[S:28][C:27](=[O:29])[N:26]([C:30]([C:43]3[CH:48]=[CH:47][CH:46]=[CH:45][CH:44]=3)([C:37]3[CH:38]=[CH:39][CH:40]=[CH:41][CH:42]=3)[C:31]3[CH:36]=[CH:35][CH:34]=[CH:33][CH:32]=3)[C:25]2=[O:49])=[CH:21][CH:20]=1)[CH3:12]. Procedure details: Following a procedure similar to that described in Example 1(a), but using 459 mg of 2-[1-(2-naphthyl)-ethylideneaminooxy]ethanol (prepared as described in Preparation 13), 716 mg of 5-(4-hydroxybenzyl)-3-tritylthiazolidine-2,4-dione, 525 mg of triphenylphosphine and 348 mg of diethyl azodicarboxylate, 858 mg of the title compound were obtained as a foam-like solid.